From a dataset of the Open Reaction Database (ORD), a public repository of structured organic reaction records. describe an organic reaction: reactants, conditions, products, and yield Reactants: FC=1C=C(C=CC1C(F)(F)F)CC(=O)NC1=C2C=CN(C(C2=CC=C1C)=O)[C@@H](CO)C ((R)-2-(3-fluoro-4-(trifluoromethyl)phenyl)-N-(2-(1-hydroxypropan-2-yl)-6-methyl-1-oxo-1,2-dihydroisoquinolin-5-yl)acetamide), C(C)O (ethanol). Reagents/catalysts: [Pd] (palladium). The product is FC=1C=C(C=CC1C(F)(F)F)CC(=O)NC1=C2CCN(C(C2=CC=C1C)=O)[C@@H](CO)C ((R)-2-(3-Fluoro-4-(trifluoromethyl)phenyl)-N-(2-(1-hydroxypropan-2-yl)-6-methyl-1-oxo-1,2,3,4-tetrahydroisoquinoline-5-yl)acetamide). As a reaction SMILES: [F:1][C:2]1[CH:3]=[C:4]([CH2:12][C:13]([NH:15][C:16]2[C:25]([CH3:26])=[CH:24][CH:23]=[C:22]3[C:17]=2[CH:18]=[CH:19][N:20]([C@H:28]([CH3:31])[CH2:29][OH:30])[C:21]3=[O:27])=[O:14])[CH:5]=[CH:6][C:7]=1[C:8]([F:11])([F:10])[F:9].C(O)C>[Pd]>[F:1][C:2]1[CH:3]=[C:4]([CH2:12][C:13]([NH:15][C:16]2[C:25]([CH3:26])=[CH:24][CH:23]=[C:22]3[C:17]=2[CH2:18][CH2:19][N:20]([C@H:28]([CH3:31])[CH2:29][OH:30])[C:21]3=[O:27])=[O:14])[CH:5]=[CH:6][C:7]=1[C:8]([F:11])([F:9])[F:10]. Procedure: A round bottom flask was charged with (R)-2-(3-fluoro-4-(trifluoromethyl)phenyl)-N-(2-(1-hydroxypropan-2-yl)-6-methyl-1-oxo-1,2-dihydroisoquinolin-5-yl)acetamide (50.0 mg, 0.000114 mol), ethanol (6 mL, 0.1 mol) and palladium, 10% weight on charcoal (1.4 mg, 0.000011 mol) was added and the flask was evacuated and flushes with hydrogen. The evacuation and flushing was repeated two times and the reaction was stirred under an atmosphere of hydrogen (balloon) over night. The reaction mixture was then... Solvent: O1CCCC1 (tetrahydrofuran). Procedure: By using an analogous procedure to that described for Reference Example 13, N-(carbobenzyloxy)-L-phenylalanine (2 g, 6.68 mmol), hydroxybenzotriazole (903 mg, 6.68 mmol), 1-(3-dimethylaminopropyl)-3-ethylcarbodiimide hydrochloride 1.28 g, 6.68 mmol), 1-amino-3,3-diethoxypropane (935 mg, 6.36 mmol) and N,N-diisopropylethylamine (1.16 mL, 6.68 mmol) were reacted in anhydrous tetrahydrofuran (32 mL) at room temperature for 16 h, to provide benzyl (1S)-1-benzyl-2-[(3,3-diethoxypropyl)amino]-2-oxoeth... Reaction SMILES: [C:1]([NH:11][C@H:12]([C:20]([OH:22])=O)[CH2:13][C:14]1[CH:19]=[CH:18][CH:17]=[CH:16][CH:15]=1)([O:3][CH2:4][C:5]1[CH:10]=[CH:9][CH:8]=[CH:7][CH:6]=1)=[O:2].OC1C2N=NNC=2C=CC=1.Cl.CN(C)CCCN=C=NCC.[NH2:45][CH2:46][CH2:47][CH:48]([O:52][CH2:53][CH3:54])[O:49][CH2:50][CH3:51].C(N(CC)C(C)C)(C)C>O1CCCC1>[CH2:13]([C@H:12]([NH:11][C:1](=[O:2])[O:3][CH2:4][C:5]1[CH:6]=[CH:7][CH:8]=[CH:9][CH:10]=1)[C:20]([NH:45][CH2:46][CH2:47][CH:48]([O:52][CH2:53][CH3:54])[O:49][CH2:50][CH3:51])=[O:22])[C:14]1[CH:15]=[CH:16][CH:17]=[CH:18][CH:19]=1 |f:2.3|. Yields the product C(C1=CC=CC=C1)[C@@H](C(=O)NCCC(OCC)OCC)NC(OCC1=CC=CC=C1)=O (benzyl (1S)-1-benzyl-2-[(3,3-diethoxypropyl)amino]-2-oxoethylcarbamate). Starting materials: C(=O)(OCC1=CC=CC=C1)N[C@@H](CC1=CC=CC=C1)C(=O)O (N-(carbobenzyloxy)-L-phenylalanine), NCCC(OCC)OCC (1-amino-3,3-diethoxypropane), C(C)(C)N(C(C)C)CC (N,N-diisopropylethylamine), OC1=CC=CC=2NN=NC21 (hydroxybenzotriazole), Cl.CN(CCCN=C=NCC)C (1-(3-dimethylaminopropyl)-3-ethylcarbodiimide hydrochloride). Yield: 91.7%. The reactants are FC1=CC=C(CCl)C=C1 (4-fluorobenzyl chloride), CC1(OC2=C(C1N1CCCC1)C(=C(C(=C2C)C)N2CCNCC2)C)C ((2,2,4,6,7-pentamethyl-3-pyrrolidinyl-2,3-dihydro-1-benzofuran-5-yl)piperazine), Cl (hydrogenchloride). The solvent is C(C)(=O)OCC (ethyl acetate). The product is Cl.Cl.FC1=CC=C(CN2CCN(CC2)C=2C(=C(C3=C(C(C(O3)(C)C)N3CCCC3)C2C)C)C)C=C1 (1-(4-fluorobenzyl)-4-(2,2,4,6,7-pentamethyl-3-pyrrolidinyl-2,3-dihydro-1-benzofuran-5-yl)piperazine dihydrochloride). Isolated yield 25.0%. RXN SMILES: [F:1][C:2]1[CH:9]=[CH:8][C:5]([CH2:6][Cl:7])=[CH:4][CH:3]=1.[CH3:10][C:11]1([CH3:34])[CH:15]([N:16]2[CH2:20][CH2:19][CH2:18][CH2:17]2)[C:14]2[C:21]([CH3:33])=[C:22]([N:27]3[CH2:32][CH2:31][NH:30][CH2:29][CH2:28]3)[C:23]([CH3:26])=[C:24]([CH3:25])[C:13]=2[O:12]1.[ClH:35]>C(OCC)(=O)C>[ClH:7].[ClH:35].[F:1][C:2]1[CH:9]=[CH:8][C:5]([CH2:6][N:30]2[CH2:31][CH2:32][N:27]([C:22]3[C:23]([CH3:26])=[C:24]([CH3:25])[C:13]4[O:12][C:11]([CH3:34])([CH3:10])[CH:15]([N:16]5[CH2:17][CH2:18][CH2:19][CH2:20]5)[C:14]=4[C:21]=3[CH3:33])[CH2:28][CH2:29]2)=[CH:4][CH:3]=1 |f:4.5.6|. Procedure details: Using 4-fluorobenzyl chloride and (2,2,4,6,7-pentamethyl-3-pyrrolidinyl-2,3-dihydro-1-benzofuran-5-yl)piperazine obtained in Example 134, the free base was obtained in the same manner as in Example 2. The free base was treated with 4N hydrogenchloride in ethyl acetate (10 mL) to obtain the title compound. Yield 25% mp. 227–232° C. (decomposition) (ethanol-ethyl acetate).